This data is from the Open Reaction Database (ORD), a public repository of structured organic reaction records. The task is: describe an organic reaction: reactants, conditions, products, and yield Reactants: [Au], N#Cc1ncc([N+](=O)[O-])cc1C(F)(F)F. Yields the product N#Cc1ncc(N)cc1C(F)(F)F. As a reaction SMILES: [Au:16].[C:1](#[N:2])[c:3]1[n:4][cH:5][c:6]([N+:13]([O-:14])=[O:15])[cH:7][c:8]1[C:9]([F:10])([F:11])[F:12]>>[C:1](#[N:2])[c:3]1[n:4][cH:5][c:6]([NH2:13])[cH:7][c:8]1[C:9]([F:10])([F:11])[F:12]. Starting materials: ice water, S(O)(O)(=O)=O (sulfuric acid), CC1=CCC(CC1=O)C(=C)C.Br (carvone hydrobromide). Run in C1(=CC=CC=C1)C (Toluene). Product: CC1=CC=CC(CC1=O)(C)C (EUCARVONE). As a reaction SMILES: S(=O)(=O)(O)O.[CH3:6][C:7]1[C:12](=[O:13])[CH2:11][CH:10]([C:14]([CH3:16])=[CH2:15])[CH2:9][CH:8]=1.Br>C1(C)C=CC=CC=1>[CH3:6][C:7]1[C:12](=[O:13])[CH2:11][C:14]([CH3:15])([CH3:16])[CH:10]=[CH:9][CH:8]=1 |f:1.2|. Procedure details: To a 12 liter separatory funnel, 8 liters of ice/water and 122 ml sulfuric acid (concentrated) is placed. With stirring, the carvone hydrobromide reaction mixture is added to the reaction mass. 500 ml Toluene is then added to the reaction mass and the reaction mass is continued to be stirred. The reaction mass now exists in two phases; an aqueous phase and an organic phase. The aqueous phase is discarded and the organic phase is washed with 2 liters of water. The reaction mass is then added to a...